The task is: describe an organic reaction: reactants, conditions, products, and yield. This data is from the Open Reaction Database (ORD), a public repository of structured organic reaction records. Starting materials: O1C(C1)COC1=CC=C(C=C1)NS(=O)(=O)C (N-[4-(oxiranylmethoxy)phenyl]methanesulfonamide), Cl.Cl.N1(C=NC=C1)C1=CC=C(OCCN)C=C1 (2-[4-(1H-imidazol-1-yl)phenoxy]ethanamine dihydrochloride), [OH-].[Na+] (sodium hydroxide). Solvent: CO (methanol), O (water). Conditions: time 15 minute. The product is Cl.OC(COC1=CC=C(C=C1)NS(=O)(=O)C)CNCCOC1=CC=C(C=C1)N1C=NC=C1 (N-[4-[2-Hydroxy-3-[[2-[4-(1H-imidazol-1-yl)phenoxy]ethyl]amino]propoxy]phenyl]methanesulfonamide hydrochloride). Reaction SMILES: [ClH:1].Cl.[N:3]1([C:8]2[CH:17]=[CH:16][C:11]([O:12][CH2:13][CH2:14][NH2:15])=[CH:10][CH:9]=2)[CH:7]=[CH:6][N:5]=[CH:4]1.[OH-].[Na+].[O:20]1[CH2:22][CH:21]1[CH2:23][O:24][C:25]1[CH:30]=[CH:29][C:28]([NH:31][S:32]([CH3:35])(=[O:34])=[O:33])=[CH:27][CH:26]=1>CO.O>[ClH:1].[OH:20][CH:21]([CH2:22][NH:15][CH2:14][CH2:13][O:12][C:11]1[CH:16]=[CH:17][C:8]([N:3]2[CH:7]=[CH:6][N:5]=[CH:4]2)=[CH:9][CH:10]=1)[CH2:23][O:24][C:25]1[CH:26]=[CH:27][C:28]([NH:31][S:32]([CH3:35])(=[O:34])=[O:33])=[CH:29][CH:30]=1 |f:0.1.2,3.4,8.9|. Procedure: To a solution of 2.3 g (0.008 mol) of 2-[4-(1H-imidazol-1-yl)phenoxy]ethanamine dihydrochloride in 100 ml of methanol add a solution of 0.66 g of sodium hydroxide in 5 mL of water. Stir for 15 minutes. Add 2.0 g (0.008 mol) of N-[4-(oxiranylmethoxy)phenyl]methanesulfonamide and reflux for 16 h. Monitor the progress of the reaction by thin-layer chromatography on silica gel (methylene chloride, methanol, triethylamine, 84:15:1). Remove the solvent in vacuo. Chromatograph the oil on 350 g of silic... The reactants are ClC1=C(C(=CC=C1)Cl)C(C)(C)C=1N(C=C(N1)C(C)(C)O)C1=C(C=C(C=C1)C1=CC(=C(C(=C1)S(=O)(=O)C)CO)F)F (2-(2-(1-(2,6-dichlorophenyl)-1-methylethyl)-1-(3,3′-difluoro-4′-(hydroxymethyl)-5′-(methylsulfonyl)-4-biphenylyl)-1H-imidazol-4-yl)-2-propanol), OO (hydrogen peroxide), C(C)(C)N(P(OC(C)(C)C)OC(C)(C)C)C(C)C (di-tert-butyl diisopropylphosphoramidite), N1N=NN=C1 (tetrazole). Reaction conditions: time 16 hour. The product is P(=O)(OC(C)(C)C)(OC(C)(C)C)OCC1=C(C=C(C=C1S(=O)(=O)C)C1=CC(=C(C=C1)N1C(=NC(=C1)C(C)(C)O)C(C)(C)C1=C(C=CC=C1Cl)Cl)F)F (di-tert-butyl (4′-(2-(2-(2,6-dichlorophenyl)propan-2-yl)-4-(2-hydroxypropan-2-yl)-1H-imidazol-1-yl)-3,3′-difluoro-5-(methylsulfonyl)biphenyl-4-yl)methyl phosphate). Yield: 37.0%. RXN SMILES: [Cl:1][C:2]1[CH:7]=[CH:6][CH:5]=[C:4]([Cl:8])[C:3]=1[C:9]([C:12]1[N:13]([C:21]2[CH:26]=[CH:25][C:24]([C:27]3[CH:32]=[C:31]([S:33]([CH3:36])(=[O:35])=[O:34])[C:30]([CH2:37][OH:38])=[C:29]([F:39])[CH:28]=3)=[CH:23][C:22]=2[F:40])[CH:14]=[C:15]([C:17]([OH:20])([CH3:19])[CH3:18])[N:16]=1)([CH3:11])[CH3:10].C(N(C(C)C)[P:45]([O:51][C:52]([CH3:55])([CH3:54])[CH3:53])[O:46][C:47]([CH3:50])([CH3:49])[CH3:48])(C)C.N1C=NN=N1.[OH:64]O>>[P:45]([O:38][CH2:37][C:30]1[C:31]([S:33]([CH3:36])(=[O:34])=[O:35])=[CH:32][C:27]([C:24]2[CH:25]=[CH:26][C:21]([N:13]3[CH:14]=[C:15]([C:17]([OH:20])([CH3:18])[CH3:19])[N:16]=[C:12]3[C:9]([C:3]3[C:4]([Cl:8])=[CH:5][CH:6]=[CH:7][C:2]=3[Cl:1])([CH3:10])[CH3:11])=[C:22]([F:40])[CH:23]=2)=[CH:28][C:29]=1[F:39])([O:46][C:47]([CH3:48])([CH3:49])[CH3:50])([O:51][C:52]([CH3:53])([CH3:54])[CH3:55])=[O:64]. Reported procedure: To a solution of 2-(2-(1-(2,6-dichlorophenyl)-1-methylethyl)-1-(3,3′-difluoro-4′-(hydroxymethyl)-5′-(methylsulfonyl)-4-biphenylyl)-1H-imidazol-4-yl)-2-propanol (prepared in the manner described in PCT Publication No. WO 2010/138598, 1.98 g, 3.25 mmol) and di-tert-butyl diisopropylphosphoramidite (1.35 g, 4.87 mmol) in CH2CH2 (10 mL) was added tetrazole (0.569 g, 8.13 mmol). The resulting suspension was stirred at rt for about 16 hours. After this time, hydrogen peroxide (30%, 8.13 mmol) was adde... The reactants are COc1cc(C(=O)N(C)c2ccc(C)cc2OCCCCCC(=O)O)ccc1NC(=O)c1ccccc1OCCCNC(=O)OC(C)(C)C, CC(C)(C)C(=O)Cl, O=C([O-])O, CN1CCOCC1, ClCCl, CN1CCN(N)CC1, [Na+]. Product: COc1cc(C(=O)N(C)c2ccc(C)cc2OCCCCCC(=O)NN2CCN(C)CC2)ccc1NC(=O)c1ccccc1OCCCNC(=O)OC(C)(C)C. RXN SMILES: [C:1]([CH3:2])([CH3:3])([CH3:4])[O:5][C:6](=[O:7])[NH:8][CH2:9][CH2:10][CH2:11][O:12][c:13]1[c:14]([C:15](=[O:16])[NH:17][c:18]2[c:19]([O:44][CH3:45])[cH:20][c:21]([C:22](=[O:23])[N:24]([c:25]3[c:26]([O:32][CH2:33][CH2:34][CH2:35][CH2:36][CH2:37][C:38](=[O:39])[OH:40])[cH:27][c:28]([CH3:31])[cH:29][cH:30]3)[CH3:41])[cH:42][cH:43]2)[cH:46][cH:47][cH:48][cH:49]1.[C:57]([Cl:58])(=[O:59])[C:60]([CH3:61])([CH3:62])[CH3:63].[C:72](=[O:73])([O-:74])[OH:75].[CH3:50][N:51]1[CH2:52][CH2:53][O:54][CH2:55][CH2:56]1.[Cl:77][CH2:78][Cl:79].[NH2:64][N:65]1[CH2:66][CH2:67][N:68]([CH3:71])[CH2:69][CH2:70]1.[Na+:76]>>[C:1]([CH3:2])([CH3:3])([CH3:4])[O:5][C:6](=[O:7])[NH:8][CH2:9][CH2:10][CH2:11][O:12][c:13]1[c:14]([C:15](=[O:16])[NH:17][c:18]2[c:19]([O:44][CH3:45])[cH:20][c:21]([C:22](=[O:23])[N:24]([c:25]3[c:26]([O:32][CH2:33][CH2:34][CH2:35][CH2:36][CH2:37][C:38](=[O:39])[NH:64][N:65]4[CH2:66][CH2:67][N:68]([CH3:71])[CH2:69][CH2:70]4)[cH:27][c:28]([CH3:31])[cH:29][cH:30]3)[CH3:41])[cH:42][cH:43]2)[cH:46][cH:47][cH:48][cH:49]1. Starting materials: Brc1cccnc1, CC(Br)Br, O=C1CCN(Cc2ccccc2)CC1, CO, ClC(Cl)Cl, CC(C)Cl, [Mg], C1CCOC1, O. The product is OC1(c2cccnc2)CCN(Cc2ccccc2)CC1. RXN SMILES: [Br:10][c:11]1[cH:12][n:13][cH:14][cH:15][cH:16]1.[Br:2][CH:3]([Br:4])[CH3:5].[CH2:17]([c:18]1[cH:19][cH:20][cH:21][cH:22][cH:23]1)[N:24]1[CH2:25][CH2:26][C:27](=[O:30])[CH2:28][CH2:29]1.[CH3:41][OH:42].[CH:36]([Cl:37])([Cl:38])[Cl:39].[CH:6]([Cl:7])([CH3:8])[CH3:9].[Mg:1].[O:31]1[CH2:32][CH2:33][CH2:34][CH2:35]1.[OH2:40]>>[c:11]1([C:27]2([OH:30])[CH2:26][CH2:25][N:24]([CH2:17][c:18]3[cH:19][cH:20][cH:21][cH:22][cH:23]3)[CH2:29][CH2:28]2)[cH:12][n:13][cH:14][cH:15][cH:16]1.